This data is from the Open Reaction Database (ORD), a public repository of structured organic reaction records. The task is: describe an organic reaction: reactants, conditions, products, and yield Starting materials: [N-]=[N+]=[N-].[Na+] (sodium azide), BrC1=CC(=C2N=C(C(=NC2=C1)OC)OC)CBr (7-bromo-5-bromomethyl-2,3-dimethoxyquinoxaline), O (water). Solvent: CN(C=O)C (dimethylformamide). Run at time 3 hour. The product is N(=[N+]=[N-])CC1=C2N=C(C(=NC2=CC(=C1)Br)OC)OC (5-Azidomethyl-7-bromo-2,3-dimethoxyquinoxaline). RXN SMILES: [N-:1]=[N+:2]=[N-:3].[Na+].[Br:5][C:6]1[CH:15]=[C:14]2[C:9]([N:10]=[C:11]([O:18][CH3:19])[C:12]([O:16][CH3:17])=[N:13]2)=[C:8]([CH2:20]Br)[CH:7]=1.O>CN(C)C=O>[N:1]([CH2:20][C:8]1[CH:7]=[C:6]([Br:5])[CH:15]=[C:14]2[C:9]=1[N:10]=[C:11]([O:18][CH3:19])[C:12]([O:16][CH3:17])=[N:13]2)=[N+:2]=[N-:3] |f:0.1|. Procedure details: 743 mg (2 eq.) of sodium azide are added at 20° to 2.07 g (5.72 mmol) of 7-bromo-5-bromomethyl-2,3-dimethoxyquinoxaline in 25 ml of dimethylformamide. After 3 hours, the mixture is poured into water, extracted with diethyl ether, and the extract is washed with water and brine and dried using magnesium sulfate. The solvent is evaporated. Reactants: O.Cl.Cl.C(C1=CC=CC=C1)OC1=CC=C(OCCNCCCN2C=NC=C2)C=C1 (N-[2-(4-Benzyloxyphenoxy)ethyl]-3-(imidazol-1-yl)propylamine dihydrochloride hydrate). The reagents and catalysts are [Pd] (palladium/charcoal). Solvent: CO (methanol), IMS. Yields the product Cl.Cl.N1(C=NC=C1)CCCNCCOC1=CC=C(C=C1)O (4-{2-[3-(imidazol-1-yl)propylamino]ethoxy}phenol dihydrochloride). As a reaction SMILES: O.[ClH:2].Cl.C([O:11][C:12]1[CH:29]=[CH:28][C:15]([O:16][CH2:17][CH2:18][NH:19][CH2:20][CH2:21][CH2:22][N:23]2[CH:27]=[CH:26][N:25]=[CH:24]2)=[CH:14][CH:13]=1)C1C=CC=CC=1>[Pd].CO>[ClH:2].[ClH:2].[N:23]1([CH2:22][CH2:21][CH2:20][NH:19][CH2:18][CH2:17][O:16][C:15]2[CH:14]=[CH:13][C:12]([OH:11])=[CH:29][CH:28]=2)[CH:27]=[CH:26][N:25]=[CH:24]1 |f:0.1.2.3,6.7.8|. Procedure: N-[2-(4-Benzyloxyphenoxy)ethyl]-3-(imidazol-1-yl)propylamine dihydrochloride hydrate (4.24 g) was suspended in IMS (200 ml) and methanol (10 ml) and hydrogenated at atmospheric pressure using 10% palladium/charcoal as a catalyst (0.44 g). The mixture was filtered and the filtrate evaporated to give a residue which was triturated with warm ether and filtered to give a solid which was recrystallised from methanol/ether to give 4-{2-[3-(imidazol-1-yl)propylamino]ethoxy}phenol dihydrochloride, m.p. ... The reactants are ClC1=NC=C(C=N1)CCCCC (2-chloro-5-pentyl pyrimidine), FC1(CCC(CC1)C1=C(C(=NC=2CC(CC(C12)OCC1=CC=C(C=C1)OC)(C)C)C1CCNCC1)C(C1=CC=C(C=C1)C(F)(F)F)F)F ((−)-4-(4,4-Difluorocyclohexyl)-3-{fluoro[4-(trifluoromethyl)phenyl]methyl}-5-[(4-methoxybenzyl)oxy]-7,7-dimethyl-2-(piperidin-4-yl)-5,6,7,8-tetrahydroquinoline). Yields the product FC1(CCC(CC1)C1=C(C(=NC=2CC(CC(C12)O)(C)C)C1CCN(CC1)C1=NC=C(C=N1)CCCCC)C(C1=CC=C(C=C1)C(F)(F)F)F)F ((−)-4-(4,4-Difluorocyclohexyl)-3-{fluoro[4-(trifluoromethyl)phenyl]methyl}-7,7-dimethyl-2-[1-(5-pentylpyrimidin-2-yl)piperidin-4-yl]-5,6,7,8-tetrahydroquinolin-5-ol), solid. Isolated yield 91.0%. Reaction SMILES: Cl[C:2]1[N:7]=[CH:6][C:5]([CH2:8][CH2:9][CH2:10][CH2:11][CH3:12])=[CH:4][N:3]=1.[F:13][C:14]1([F:60])[CH2:19][CH2:18][CH:17]([C:20]2[C:29]3[CH:28]([O:30]CC4C=CC(OC)=CC=4)[CH2:27][C:26]([CH3:41])([CH3:40])[CH2:25][C:24]=3[N:23]=[C:22]([CH:42]3[CH2:47][CH2:46][NH:45][CH2:44][CH2:43]3)[C:21]=2[CH:48]([F:59])[C:49]2[CH:54]=[CH:53][C:52]([C:55]([F:58])([F:57])[F:56])=[CH:51][CH:50]=2)[CH2:16][CH2:15]1>>[F:60][C:14]1([F:13])[CH2:19][CH2:18][CH:17]([C:20]2[C:29]3[CH:28]([OH:30])[CH2:27][C:26]([CH3:40])([CH3:41])[CH2:25][C:24]=3[N:23]=[C:22]([CH:42]3[CH2:47][CH2:46][N:45]([C:2]4[N:7]=[CH:6][C:5]([CH2:8][CH2:9][CH2:10][CH2:11][CH3:12])=[CH:4][N:3]=4)[CH2:44][CH2:43]3)[C:21]=2[CH:48]([F:59])[C:49]2[CH:54]=[CH:53][C:52]([C:55]([F:57])([F:58])[F:56])=[CH:51][CH:50]=2)[CH2:16][CH2:15]1. Reported procedure: Reactions similar to those of the first step of Example 2 and Example 38 were performed except for using 2-chloro-5-pentyl pyrimidine instead of 5-bromo-2-chloropyrimidine, and from 100 mg (0.148 mmol) of (−)-4-(4,4-Difluorocyclohexyl)-3-{fluoro[4-(trifluoromethyl)phenyl]methyl}-5-[(4-methoxybenzyl)oxy]-7,7-dimethyl-2-(piperidin-4-yl)-5,6,7,8-tetrahydroquinoline, which was prepared by a method similar to that of Reference Example 10, 95 mg of the title compound was obtained as a white solid (yie... The reactants are N12CCCCCC2=NCCC1 (1,8-diazabicyclo[5.4.0]undec-7-ene), CS(=O)(=O)N (methanesulfonamide), C(=O)(N1C=NC=C1)N1C=NC=C1 (carbonyldiimidazole), C(=O)(N1C=NC=C1)N1C=NC=C1 (carbonyldiimidazole), C(=O)(N1C=NC=C1)N1C=NC=C1 (carbonyldiimidazole), C(=O)(N1C=NC=C1)N1C=NC=C1 (carbonyldiimidazole), O[C@H](CO[C@H](C)C1=CC=CC=C1)C=1C(=NOC1C1=CC=C(C=C1)C1=CC=C(C=C1)C1(CC1)C(=O)O)C (1-(4′-{4-[(S)-1-Hydroxy-2-((R)-1-phenyl-ethoxy)-ethyl]-3-methyl-isoxazol-5-yl}-biphenyl-4-yl)-cyclopropanecarboxylic acid). Run in C1CCOC1 (THF). Conditions: temperature 50 celsius, time 40 minute. Yields the product O[C@H](CO[C@H](C)C1=CC=CC=C1)C=1C(=NOC1C1=CC=C(C=C1)C1=CC=C(C=C1)C1(CC1)C(=O)NS(=O)(=O)C)C (N-[1-(4′-{4-[(S)-1-Hydroxy-2-((R)-1-phenyl-ethoxy)-ethyl]-3-methyl-isoxazol-5-yl]-biphenyl-4-yl)-cyclopropanecarbonyl}-methanesulfonamide). Reaction SMILES: [OH:1][C@@H:2]([C:13]1[C:14]([CH3:36])=[N:15][O:16][C:17]=1[C:18]1[CH:23]=[CH:22][C:21]([C:24]2[CH:29]=[CH:28][C:27]([C:30]3([C:33]([OH:35])=O)[CH2:32][CH2:31]3)=[CH:26][CH:25]=2)=[CH:20][CH:19]=1)[CH2:3][O:4][C@@H:5]([C:7]1[CH:12]=[CH:11][CH:10]=[CH:9][CH:8]=1)[CH3:6].C(N1C=CN=C1)(N1C=CN=C1)=O.N12CCCN=C1CCCCC2.[CH3:60][S:61]([NH2:64])(=[O:63])=[O:62]>C1COCC1>[OH:1][C@@H:2]([C:13]1[C:14]([CH3:36])=[N:15][O:16][C:17]=1[C:18]1[CH:23]=[CH:22][C:21]([C:24]2[CH:29]=[CH:28][C:27]([C:30]3([C:33]([NH:64][S:61]([CH3:60])(=[O:63])=[O:62])=[O:35])[CH2:31][CH2:32]3)=[CH:26][CH:25]=2)=[CH:20][CH:19]=1)[CH2:3][O:4][C@@H:5]([C:7]1[CH:8]=[CH:9][CH:10]=[CH:11][CH:12]=1)[CH3:6]. Reported procedure: 1-(4′-{4-[(S)-1-Hydroxy-2-((R)-1-phenyl-ethoxy)-ethyl]-3-methyl-isoxazol-5-yl}-biphenyl-4-yl)-cyclopropanecarboxylic acid (0.022 g, 0.044 mmol) was dissolved in THF (3 mL) and carbonyldiimidazole (0.022 g, 0.14 mmol) was added. After 1.5 hours an additional portion of carbonyldiimidazole (0.011 g) was added. The reaction stirred for 40 minutes then carbonyldiimidazole (0.044 g) was added. The reaction stirred overnight then carbonyldiimidazole (0.044 g) was added and the reaction was heated to 5... Reactants: COC=1C=C(C=CC1OC)C1=C(C(=C(C2=CC(=C(C(=C12)OC)OC)OC)O)C(=O)OCC)C(=O)OCC (1-(3,4-dimethoxyphenyl)-2,3-bis(ethoxycarbonyl)-4-hydroxy-6,7,8-trimethoxynaphthalene), C[O-].[Na+] (sodium methoxide). Yields the product COC=1C=C(C=CC1OC)C1=C(C(=C(C2=CC(=C(C(=C12)OC)OC)OC)O)C(=O)OC)C(=O)OCC (1-(3,4-dimethoxyphenyl)-2-ethoxycarbonyl-3-methoxycarbonyl-4-hydroxy-6,7,8-trimethoxynaphthalene). RXN SMILES: [CH3:1][O:2][C:3]1[CH:4]=[C:5]([C:11]2[C:20]3[C:15](=[CH:16][C:17]([O:25][CH3:26])=[C:18]([O:23][CH3:24])[C:19]=3[O:21][CH3:22])[C:14]([OH:27])=[C:13]([C:28]([O:30][CH2:31]C)=[O:29])[C:12]=2[C:33]([O:35][CH2:36][CH3:37])=[O:34])[CH:6]=[CH:7][C:8]=1[O:9][CH3:10].C[O-].[Na+]>>[CH3:1][O:2][C:3]1[CH:4]=[C:5]([C:11]2[C:20]3[C:15](=[CH:16][C:17]([O:25][CH3:26])=[C:18]([O:23][CH3:24])[C:19]=3[O:21][CH3:22])[C:14]([OH:27])=[C:13]([C:28]([O:30][CH3:31])=[O:29])[C:12]=2[C:33]([O:35][CH2:36][CH3:37])=[O:34])[CH:6]=[CH:7][C:8]=1[O:9][CH3:10] |f:1.2|. Procedure: 1-(3,4-dimethoxyphenyl)-2,3-bis(ethoxycarbonyl)-4-hydroxy-6,7,8-trimethoxynaphthalene obtained in Example 10 is treated with a sodium methoxide solution in the same manner as described in Example 28, whereby 1-(3,4-dimethoxyphenyl)-2-ethoxycarbonyl-3-methoxycarbonyl-4-hydroxy-6,7,8-trimethoxynaphthalene is obtained as colorless prisms. Starting materials: NaOAc.3H2O, one, C([O-])(O)=O.[Na+] (sodium bicarbonate), C(C(C)(C)C)(=O)C1=CN(C2=NC=C(N=C21)NC2=CC=C(C=C2)C=C(C#N)C=2SC=CN2)COCC[Si](C)(C)C (3-(4-(7-pivaloyl-5-((2-(trimethylsilyl)-ethoxy)methyl)-5H-pyrrolo[2,3-b]pyrazin-2-ylamino)phenyl)-2-(thiazol-2-yl)acrylonitrile), C(=O)(C(F)(F)F)O (TFA). Run in C(C)O (ethanol), C(Cl)Cl (CH2Cl2). Reaction conditions: time 24 hour. Yields the product C(C(C)(C)C)(=O)C1=CNC2=NC=C(N=C21)NC2=CC=C(C=C2)C=C(C#N)C=2SC=CN2 (3-(4-(7-pivaloyl-5H-pyrrolo[2,3-b]pyrazin-2-ylamino)phenyl)-2-(thiazol-2-yl)acrylonitrile). The yield is 50.7%. As a reaction SMILES: [C:1]([C:7]1[C:15]2[C:10](=[N:11][CH:12]=[C:13]([NH:16][C:17]3[CH:22]=[CH:21][C:20]([CH:23]=[C:24]([C:27]4[S:28][CH:29]=[CH:30][N:31]=4)[C:25]#[N:26])=[CH:19][CH:18]=3)[N:14]=2)[N:9](COCC[Si](C)(C)C)[CH:8]=1)(=[O:6])[C:2]([CH3:5])([CH3:4])[CH3:3].C(O)(C(F)(F)F)=O.C(=O)(O)[O-].[Na+]>C(Cl)Cl.C(O)C>[C:1]([C:7]1[C:15]2[C:10](=[N:11][CH:12]=[C:13]([NH:16][C:17]3[CH:22]=[CH:21][C:20]([CH:23]=[C:24]([C:27]4[S:28][CH:29]=[CH:30][N:31]=4)[C:25]#[N:26])=[CH:19][CH:18]=3)[N:14]=2)[NH:9][CH:8]=1)(=[O:6])[C:2]([CH3:5])([CH3:4])[CH3:3] |f:2.3|. Reported procedure: To a 25 ml one necked round bottom flask, 3-(4-(7-pivaloyl-5-((2-(trimethylsilyl)-ethoxy)methyl)-5H-pyrrolo[2,3-b]pyrazin-2-ylamino)phenyl)-2-(thiazol-2-yl)acrylonitrile (0.09 g, 0.000161 mol) was taken in CH2Cl2 (10 ml) followed by dropwise addition of TFA (2.0 ml) at 0°-5° C. and the reaction was allowed to stir at room temperature for 24 hr. After completion of the reaction, the pH of the solution was adjusted to neutral by the addition of saturated sodium bicarbonate solution and the product... Reactants: CCO, Cc1ccccc1, CCOC(=O)C(CCO)=C(c1ccc(S(C)(=O)=O)cc1)c1cccc(F)c1, [Na+], [OH-], O, Cc1ccc(S(=O)(=O)O)cc1. Product: CS(=O)(=O)c1ccc(C(=C2CCOC2=O)c2cccc(F)c2)cc1. Reaction SMILES: [CH3:42][CH2:43][OH:44].[CH3:45][c:46]1[cH:47][cH:48][cH:49][cH:50][cH:51]1.[F:3][c:4]1[cH:5][c:6]([C:10](=[C:11]([C:12](=[O:13])[O:14][CH2:15][CH3:19])[CH2:17][CH2:16][OH:18])[c:20]2[cH:21][cH:22][c:23]([S:26](=[O:27])(=[O:28])[CH3:29])[cH:24][cH:25]2)[cH:7][cH:8][cH:9]1.[Na+:2].[OH-:1].[OH2:41].[c:30]1([CH3:31])[cH:32][cH:33][c:34]([S:35]([OH:36])(=[O:37])=[O:38])[cH:39][cH:40]1>>[F:3][c:4]1[cH:5][c:6]([C:10](=[C:11]2[C:12](=[O:13])[O:14][CH2:15][CH2:17]2)[c:20]2[cH:21][cH:22][c:23]([S:26](=[O:27])(=[O:28])[CH3:29])[cH:24][cH:25]2)[cH:7][cH:8][cH:9]1.